This data is from the Open Reaction Database (ORD), a public repository of structured organic reaction records. The task is: describe an organic reaction: reactants, conditions, products, and yield As a reaction SMILES: [C:1]([CH3:2])([CH3:3])([CH3:4])[c:5]1[s:6][c:7]2[c:8]([n:9]1)[cH:10][c:11]([N:17]1[CH2:18][CH2:19][CH:20]([CH3:23])[CH2:21][CH2:22]1)[c:12]([N:14]=[C:15]=[S:16])[cH:13]2.[C:24]([CH3:25])(=[O:26])[N:27]1[CH2:28][CH2:29][NH:30][CH2:31][CH2:32]1.[CH:33]([Cl:34])([Cl:35])[Cl:36]>>[C:1]([CH3:2])([CH3:3])([CH3:4])[c:5]1[s:6][c:7]2[c:8]([n:9]1)[cH:10][c:11]([N:17]1[CH2:18][CH2:19][CH:20]([CH3:23])[CH2:21][CH2:22]1)[c:12]([NH:14][C:15](=[S:16])[N:30]1[CH2:29][CH2:28][N:27]([C:24]([CH3:25])=[O:26])[CH2:32][CH2:31]1)[cH:13]2. Product: CC(=O)N1CCN(C(=S)Nc2cc3sc(C(C)(C)C)nc3cc2N2CCC(C)CC2)CC1. Reactants: CC1CCN(c2cc3nc(C(C)(C)C)sc3cc2N=C=S)CC1, CC(=O)N1CCNCC1, ClC(Cl)Cl.